From a dataset of the Open Reaction Database (ORD), a public repository of structured organic reaction records. describe an organic reaction: reactants, conditions, products, and yield Starting materials: Cl.NO (hydroxylamine hydrochloride), ClC(C(O)O)(Cl)Cl (chloral hydrate), ClC=1C(=C(N)C=CC1)C (3-chloro-2-methylaniline), S(=O)(=O)([O-])[O-].[Na+].[Na+] (sodium sulfate), Cl (hydrochloric acid). Run in O (water). Conditions: time 2 hour. Yields the product ClC=1C(=C(C=CC1)NC(C=NO)=O)C (N-(3-chloro-2-methylphenyl)-2-(hydroxyimino)acetamide). Yield: 47.6%. Reaction SMILES: Cl[C:2](Cl)(Cl)[CH:3]([OH:5])O.[Cl:8][C:9]1[C:10]([CH3:16])=[C:11]([CH:13]=[CH:14][CH:15]=1)[NH2:12].S([O-])([O-])(=O)=O.[Na+].[Na+].Cl.Cl.[NH2:26][OH:27]>O>[Cl:8][C:9]1[C:10]([CH3:16])=[C:11]([NH:12][C:3](=[O:5])[CH:2]=[N:26][OH:27])[CH:13]=[CH:14][CH:15]=1 |f:2.3.4,6.7|. Procedure details: A mixture of 4.62 g of chloral hydrate, 3.5 g of 3-chloro-2-methylaniline, 30 g of anhydrous sodium sulfate, 120 ml of water and 2 ml of 2N hydrochloric acid was stirred at room temperature for 2 hours. Then, to the resulting mixture, 1.8 g of hydroxylamine hydrochloride was added, and the mixture was heated to reflux for 30 minutes. The reaction mixture was ice-cooled, and a deposited precipitate was collected by filtration to obtain 2.5 g of N-(3-chloro-2-methylphenyl)-2-(hydroxyimino)acetamid... Reactants: [N+](=[N-])=C(C(=O)OC)C(CCCCOC)=O (Methyl 2-diazo-7-methoxy-3-oxoheptanoate), FC(C(=O)O)(F)F (trifluoroacetic acid), C1(=CC=CC=C1)NC(=O)N (1-phenylurea), ClCCCl (1,2-dichloroethane). Reagents/catalysts: C(C)(=O)[O-].C(C)(=O)[O-].C(C)(=O)[O-].C(C)(=O)[O-].[Rh+4] (rhodium tetraacetate). The solvent is C1(=CC=CC=C1)C (toluene). Run at temperature 80 celsius, time 2 hour. Product: COCCCCC1=C(NC(N1C1=CC=CC=C1)=O)C(=O)OC (methyl 5-(4-methoxybutyl)-2-oxo-1-phenyl-2,3-dihydro-1H-imidazole-4-carboxylate). Yield: 75.2%. As a reaction SMILES: [N+:1](=[C:3]([C:8](=O)[CH2:9][CH2:10][CH2:11][CH2:12][O:13][CH3:14])[C:4]([O:6][CH3:7])=[O:5])=[N-].[C:16]1([NH:22][C:23](N)=[O:24])[CH:21]=[CH:20][CH:19]=[CH:18][CH:17]=1.ClCCCl.FC(F)(F)C(O)=O>C1(C)C=CC=CC=1.C([O-])(=O)C.C([O-])(=O)C.C([O-])(=O)C.C([O-])(=O)C.[Rh+4]>[CH3:14][O:13][CH2:12][CH2:11][CH2:10][CH2:9][C:8]1[N:22]([C:16]2[CH:21]=[CH:20][CH:19]=[CH:18][CH:17]=2)[C:23](=[O:24])[NH:1][C:3]=1[C:4]([O:6][CH3:7])=[O:5] |f:5.6.7.8.9|. Procedure details: Methyl 2-diazo-7-methoxy-3-oxoheptanoate (6.93 g) and 1-phenylurea (5.41 g) were suspended in toluene (30 ml)-1,2-dichloroethane (30 ml), rhodium tetraacetate (230 mg) was added and the mixture was stirred at 80° C. for 2 hr. After cooling to room temperature, trifluoroacetic acid (7.5 ml) was added and the reaction mixture was stirred at room temperature for 1 day. The reaction mixture was concentrated under reduced pressure, and the residue was subjected to silica gel column chromatography, an... Starting materials: BrC1C(C=2C=CC(=CC2CC1)C#N)=O (6-Bromo-5-oxo-5,6,7,8-tetrahydronaphthalene-2-carbonitrile), C(C)C(CC)(CO)NC(=S)N (N-[1-ethyl-1-(hydroxymethyl)propyl]thiourea). The solvent is C(C)O (ethanol), C(C)(=O)OCC (ethyl acetate). Yields the product C(C)C(CC)(CO)NC=1SC2=C(N1)C1=CC=C(C=C1CC2)C#N (2-{[1-ethyl-1-(hydroxymethyl)propyl]amino}-4,5-dihydronaphtho[1,2-d][1,3]thiazole-7-carbonitrile). The yield is 54.3%. Reaction SMILES: Br[CH:2]1[CH2:11][CH2:10][C:9]2[CH:8]=[C:7]([C:12]#[N:13])[CH:6]=[CH:5][C:4]=2[C:3]1=O.[CH2:15]([C:17]([NH:22][C:23]([NH2:25])=[S:24])([CH2:20][OH:21])[CH2:18][CH3:19])[CH3:16]>C(O)C.C(OCC)(=O)C>[CH2:15]([C:17]([NH:22][C:23]1[S:24][C:2]2[CH2:11][CH2:10][C:9]3[C:4](=[CH:5][CH:6]=[C:7]([C:12]#[N:13])[CH:8]=3)[C:3]=2[N:25]=1)([CH2:20][OH:21])[CH2:18][CH3:19])[CH3:16]. Reported procedure: 6-Bromo-5-oxo-5,6,7,8-tetrahydronaphthalene-2-carbonitrile (0.23 g, 0.90 mmol) was dissolved in 10 mL of ethanol and N-[1-ethyl-1-(hydroxymethyl)propyl]thiourea (133 mg, 1.32 mmol), prepared in step 5 of example 2, was added and the mixture was heated to reflux for 1 h. The mixture was cooled, diluted with ethyl acetate and washed with H2O, NaHCO3, brine, dried over anhydrous MgSO4, filtered and concentrated. Flash chromatography (3% acetone/hexane) afforded 2-{[1-ethyl-1-(hydroxymethyl)propyl]a... Reaction SMILES: [CH3:32][S:33](=[O:34])[CH3:35].[Cl:1][CH2:2][CH2:3][CH2:4][S:5](=[O:6])(=[O:7])[O:8][CH2:9][C:10]([CH:11]([C:12](=[O:13])[O:14][CH2:15][c:16]1[cH:17][n:18][cH:19][cH:20][cH:21]1)[O:22][C:23]([CH3:24])=[O:25])([CH3:26])[CH3:27].[N-:29]=[N+:30]=[N-:31].[Na+:28]>>[CH2:2]([CH2:3][CH2:4][S:5](=[O:6])(=[O:7])[O:8][CH2:9][C:10]([CH:11]([C:12](=[O:13])[O:14][CH2:15][c:16]1[cH:17][n:18][cH:19][cH:20][cH:21]1)[O:22][C:23]([CH3:24])=[O:25])([CH3:26])[CH3:27])[N:29]=[N+:30]=[N-:31]. Reactants: CS(C)=O, CC(=O)OC(C(=O)OCc1cccnc1)C(C)(C)COS(=O)(=O)CCCCl, [N-]=[N+]=[N-], [Na+]. Product: CC(=O)OC(C(=O)OCc1cccnc1)C(C)(C)COS(=O)(=O)CCCN=[N+]=[N-]. Reactants: C(#N)C=1C=C(C=NC1)C1=CC=C(C=C1)C(C(=O)O)(C)C (2-(4-(5-cyanopyridin-3-yl)phenyl)-2-methylpropanoic acid), CC([C@@H](C)N)C ((R)-3-Methyl-2-butylamine). Yields the product [C@@H](C)(CC)NC(C(C)(C)C1=CC=C(C=C1)C=1C=NC=C(C1)C#N)=O ((R)-N-sec-butyl-2-(4-(5-cyanopyridin-3-yl)phenyl)-2-methylpropanamide). Isolated yield 48.0%. Reaction SMILES: [C:1]([C:3]1[CH:4]=[C:5]([C:9]2[CH:14]=[CH:13][C:12]([C:15]([CH3:20])([CH3:19])[C:16]([OH:18])=O)=[CH:11][CH:10]=2)[CH:6]=[N:7][CH:8]=1)#[N:2].[CH3:21][CH:22](C)[C@H:23]([NH2:25])[CH3:24]>>[C@H:23]([NH:25][C:16](=[O:18])[C:15]([C:12]1[CH:11]=[CH:10][C:9]([C:5]2[CH:6]=[N:7][CH:8]=[C:3]([C:1]#[N:2])[CH:4]=2)=[CH:14][CH:13]=1)([CH3:20])[CH3:19])([CH2:22][CH3:21])[CH3:24]. Reported procedure: Prepared in a similar manner to Example 3 from 2-(4-(5-cyanopyridin-3-yl)phenyl)-2-methylpropanoic acid (example 21a) and (R)-3-Methyl-2-butylamine. Yield 48%. 1H NMR (400 MHz, DMSO): δ 0.71-0.73 (d, 3H), 0.74-0.76(d, 3H), 0.91-0.93 (d, 3H), 1.46 (s, 3H), 1.47 (s, 3H), 1.59 (m, 1H), 3.58 (m, 1H), 6.98-7.01 (d, 1H), 7.42-7.44 (d, 2H), 7.77-7.79 (d, 2H), 8.64 (s, 1H), 8.98 (s, 1H), 9.17 (s, 1H). MS (M+H, 336). Yields the product FC(C(=O)O)(F)F.O1CCN(CC1)C=1C=2N(N=CC1)C(=C(N2)C(=O)NC2=NC1=CC=CC=C1C=C2)C=2C=NC(=CC2)N2CCNCC2 (8-Morpholino-3-(6-(piperazin-1-yl)pyridin-3-yl)-N-(quinolin-2-yl)imidazo[1,2-b]pyridazine-2-carboxamide trifluoroacetate salt). Reaction SMILES: [O:1]1[CH2:6][CH2:5][N:4]([C:7]2[C:8]3[N:9]([C:13]([C:29]4[CH:30]=[CH:31][C:32]([N:35]5[CH2:40][CH2:39][N:38](C(OC(C)(C)C)=O)[CH2:37][CH2:36]5)=[N:33][CH:34]=4)=[C:14]([C:16](=[O:28])[NH:17][C:18]4[CH:27]=[CH:26][C:25]5[C:20](=[CH:21][CH:22]=[CH:23][CH:24]=5)[N:19]=4)[N:15]=3)[N:10]=[CH:11][CH:12]=2)[CH2:3][CH2:2]1.[C:48]([OH:54])([C:50]([F:53])([F:52])[F:51])=[O:49]>C(Cl)Cl>[F:51][C:50]([F:53])([F:52])[C:48]([OH:54])=[O:49].[O:1]1[CH2:6][CH2:5][N:4]([C:7]2[C:8]3[N:9]([C:13]([C:29]4[CH:34]=[N:33][C:32]([N:35]5[CH2:36][CH2:37][NH:38][CH2:39][CH2:40]5)=[CH:31][CH:30]=4)=[C:14]([C:16]([NH:17][C:18]4[CH:27]=[CH:26][C:25]5[C:20](=[CH:21][CH:22]=[CH:23][CH:24]=5)[N:19]=4)=[O:28])[N:15]=3)[N:10]=[CH:11][CH:12]=2)[CH2:3][CH2:2]1 |f:3.4|. Reactants: O1CCN(CC1)C=1C=2N(N=CC1)C(=C(N2)C(NC2=NC1=CC=CC=C1C=C2)=O)C=2C=CC(=NC2)N2CCN(CC2)C(=O)OC(C)(C)C (tert-Butyl 4-(5-(8-morpholino-2-(quinolin-2-ylcarbamoyl)imidazo[1,2-b]pyridazin-3-yl)pyridin-2-yl)piperazine-1-carboxylate), C(=O)(C(F)(F)F)O (TFA). Run at time 4 hour. Reported procedure: Compound 20d (191 mg, 0.300 mmol) was placed in an 8 mL vial equipped with a stir bar and then DCM (4 mL) was added. Once the solution was homogeneous, TFA (1 mL) was added dropwise. The mixture was stirred at rt for 4 h. The solvent was removed under reduced pressure. The residue was dissolved in DCM (10 mL) and then the solvent was removed under reduced pressure again. The residue was triturated with Et2O (20 mL), resulting in a yellow precipitate, which was isolated by filtration and washed w... Solvent: C(Cl)Cl (DCM).